Dataset: the Open Reaction Database (ORD), a public repository of structured organic reaction records. Task: describe an organic reaction: reactants, conditions, products, and yield The reactants are N=1N=C(N2C1C=CC=C2)C2=NC1=C(C=CC=C1C=C2)O[Si](C)(C)C(C)(C)C (2-([1,2,4]triazolo[4,3-a]pyridin-3-yl)-8-(tert-butyldimethylsilyloxy)quinoline), [F-].C(CCC)[N+](CCCC)(CCCC)CCCC (tetrabutylammonium fluoride). The solvent is C1CCOC1 (THF). Reaction conditions: time 1 hour. The product is N=1N=C(N2C1C=CC=C2)C2=NC1=C(C=CC=C1C=C2)O (2-([1,2,4]triazolo[4,3-a]pyridin-3-yl)quinolin-8-ol). The yield is 90.4%. As a reaction SMILES: [N:1]1[N:2]=[C:3]([C:10]2[CH:19]=[CH:18][C:17]3[C:12](=[C:13]([O:20][Si](C(C)(C)C)(C)C)[CH:14]=[CH:15][CH:16]=3)[N:11]=2)[N:4]2[CH:9]=[CH:8][CH:7]=[CH:6][C:5]=12.[F-].C([N+](CCCC)(CCCC)CCCC)CCC>C1COCC1>[N:1]1[N:2]=[C:3]([C:10]2[CH:19]=[CH:18][C:17]3[C:12](=[C:13]([OH:20])[CH:14]=[CH:15][CH:16]=3)[N:11]=2)[N:4]2[CH:9]=[CH:8][CH:7]=[CH:6][C:5]=12 |f:1.2|. Procedure details: To a solution of 2-([1,2,4]triazolo[4,3-a]pyridin-3-yl)-8-(tert-butyldimethylsilyloxy)quinoline (18.92 g, 50.25 mmol) in anhydrous THF (400 mL) at 0° C. was added tetrabutylammonium fluoride (75.4 mL, 1.0 M/THF, 75.4 mmol). After stirring for 1 hour at this temperature the mixture was partitioned between saturated NaHCO3 and EtOAc. The aqueous phase was extracted with EtOAc and the combined organic phases were washed with brine, dried over Na2SO4, filtered and concentrated under reduced pressure... Reactants: [Na] (sodium), FC(C(=O)OC1C2CC3CC(CC1C3)C2)(S(=O)(=O)O)F (2-adamantyl difluorosulfoacetate), [Br-].[SH+]1CCCC1 (tetrahydrothiophenium bromide), O (water). The solvent is C(C)#N (acetonitrile). Reaction conditions: time 15 hour. Yields the product C12C(C3CC(CC(C1)C3)C2)OC(=O)C(S(=O)(=O)[O-])(F)F.[SH+]2CCCC2 (tetrahydrothiophenium (2-adamantyloxycarbonyl)difluoromethanesulfonate). Reaction SMILES: [Na].[F:2][C:3]([F:21])([S:17]([OH:20])(=[O:19])=[O:18])[C:4]([O:6][CH:7]1[CH:14]2[CH2:15][CH:10]3[CH2:11][CH:12]([CH2:16][CH:8]1[CH2:9]3)[CH2:13]2)=[O:5].[Br-].[SH+:23]1[CH2:27][CH2:26][CH2:25][CH2:24]1.O>C(#N)C>[CH:8]12[CH2:9][CH:10]3[CH2:11][CH:12]([CH2:13][CH:14]([CH2:15]3)[CH:7]1[O:6][C:4]([C:3]([F:21])([F:2])[S:17]([O-:20])(=[O:18])=[O:19])=[O:5])[CH2:16]2.[SH+:23]1[CH2:27][CH2:26][CH2:25][CH2:24]1 |f:2.3,6.7,^1:0|. Reported procedure: 1.08 Parts of sodium salt of 2-adamantyl difluorosulfoacetate obtained in Example 5 (2) was dissolved in 10.8 parts of acetonitrile. To the solution, 0.93 parts of 1-oxo-2-phenylethyl)tetrahydrothiophenium bromide and 9.3 parts of ion-exchanged water were added. The added mixture was stirred for 15 hours. After the stirring, the resulting mixture was concentrated, and then the concentrate was extracted with 50 parts of chloroform twice. The organic layers were combined and then washed with ion-e...